Dataset: the Open Reaction Database (ORD), a public repository of structured organic reaction records. Task: describe an organic reaction: reactants, conditions, products, and yield The reactants are Cl.C(C)N1C(CCC1)CNC(C1=C(C(=CC=C1OC)Cl)OC)=O (N-Ethyl-2-(3-chloro-2,6-dimethoxybenzamidomethyl)pyrrolidine hydrochloride), BrC=1C(=C(C(=O)O)C(=C(C1)Br)OC)OC (3,5-dibromo-2,6-dimethoxybenzoic acid), NCC1N(CCC1)CC (2-(aminomethyl)-1-ethylpyrrolidine). Run in S(=O)(Cl)Cl (thionyl chloride). Yields the product Cl.C(C)N1C(CCC1)CNC(C1=C(C(=CC(=C1OC)Br)Br)OC)=O (N-Ethyl-2-(3,5-dibromo-2,6-dimethoxybenzamidomethyl) pyrrolidine hydrochloride). RXN SMILES: Cl.[CH2:2]([N:4]1[CH2:8][CH2:7][CH2:6][CH:5]1[CH2:9][NH:10]C(=O)C1C(OC)=CC=C([Cl:20])C=1OC)[CH3:3].[Br:24][C:25]1[C:26]([O:37][CH3:38])=[C:27]([C:31]([O:35][CH3:36])=[C:32]([Br:34])[CH:33]=1)[C:28]([OH:30])=O.NCC1CCCN1CC>S(Cl)(Cl)=O>[ClH:20].[CH2:2]([N:4]1[CH2:8][CH2:7][CH2:6][CH:5]1[CH2:9][NH:10][C:28](=[O:30])[C:27]1[C:31]([O:35][CH3:36])=[C:32]([Br:34])[CH:33]=[C:25]([Br:24])[C:26]=1[O:37][CH3:38])[CH3:3] |f:0.1,5.6|. Procedure details: Using the same method as for compound of Example 8 this compound is prepared from 20.4 g (0.06 mol) of 3,5-dibromo-2,6-dimethoxybenzoic acid, 50 ml of thionyl chloride and 7.7 g (0.06 mol) of 2-(aminomethyl)-1-ethylpyrrolidine. The obtained product is recrystallized from ethanol-ethyl ether. Yield: 20.2 g, m.p. 164°-65° C. The free base is precipitated from the water solution of the hydrochloric salt by the addition of sodium hydroxide, m.p. 133°-134° C. Reactants: C1(=CC=CC=C1)C1=C(CC(C(=O)O)CCC(C(=O)O)CC2=C(C=CC=C2)C2=CC=CC=C2)C=CC=C1 (2,5-bis(2-phenyl-benzyl) adipic acid), O=S(Cl)Cl (SOCl2), Cl (HCl). Reaction conditions: temperature 50 celsius. Product: C1(=CC=CC=C1)C1=C(CC(C(=O)Cl)CCC(C(=O)Cl)CC2=C(C=CC=C2)C2=CC=CC=C2)C=CC=C1 (2,5-bis(2-phenyl-benzyl) adipic acid dichloride). Yield: 100.0%. RXN SMILES: [C:1]1([C:7]2[CH:36]=[CH:35][CH:34]=[CH:33][C:8]=2[CH2:9][CH:10]([CH2:14][CH2:15][CH:16]([CH2:20][C:21]2[CH:26]=[CH:25][CH:24]=[CH:23][C:22]=2[C:27]2[CH:32]=[CH:31][CH:30]=[CH:29][CH:28]=2)[C:17](O)=[O:18])[C:11](O)=[O:12])[CH:6]=[CH:5][CH:4]=[CH:3][CH:2]=1.O=S(Cl)[Cl:39].[ClH:41]>>[C:1]1([C:7]2[CH:36]=[CH:35][CH:34]=[CH:33][C:8]=2[CH2:9][CH:10]([CH2:14][CH2:15][CH:16]([CH2:20][C:21]2[CH:26]=[CH:25][CH:24]=[CH:23][C:22]=2[C:27]2[CH:32]=[CH:31][CH:30]=[CH:29][CH:28]=2)[C:17]([Cl:39])=[O:18])[C:11]([Cl:41])=[O:12])[CH:6]=[CH:5][CH:4]=[CH:3][CH:2]=1. Procedure details: In a 1 L flask equipped with a reflux condenser, containing 77.0 g (0.16 mol) of 2,5-bis(2-phenyl-benzyl) adipic acid, obtained as described above, were added 150 mL (2.06 mol) of SOCl2). A white suspension was obtained, which was warmed to 50° C. and became a yellow solution, with concomitant evolution of HCl and SO2. After gas evolution had finished, the excess SOCl2 was removed under vacuum. To the obtained mixture were then added 100 mL of toluene, which was subsequently removed under vacuum...